Dataset: the Open Reaction Database (ORD), a public repository of structured organic reaction records. Task: describe an organic reaction: reactants, conditions, products, and yield Starting materials: solution, Cl (hydrochloric acid), NCC1=NOC(=N1)[C@@H]1CSCC2=C(C(OCCCCC(N1)=S)=O)C(=C(C=C2O[Si](C(C(C)C)(C)C)(C)C)OC)C ((R)-4-(3-Aminomethyl-1,2,4-oxadiazol-5-yl)-16-[dimethyl-(1,1,2-trimethyl-propyl)-silanyloxy]-14-methoxy-13-methyl-6-thioxo-1,3,4,5,6,7,8,9,10,12-decahydro-11,2,5-benzoxathiaazacyclotetradecin-12-one), [F-].[NH4+] (ammonium fluoride). Solvent: C(C)OCC (diethyl ether), CO (methanol), C(C)(=O)OCC (ethyl acetate). The product is Cl.NCC1=NOC(=N1)[C@@H]1CSCC2=C(C(OCCCCC(N1)=S)=O)C(=C(C=C2O)OC)C ((R)-4-(3-aminomethyl-1,2,4-oxadiazol-5-yl)-16-hydroxy-14-methoxy-13-methyl-6-thioxo-1,3,4,5,6,7,8,9,10,12-decahydro-11,2,5-benzoxathiaazacyclotetradecin-12-one hydrochloride). Reaction SMILES: [NH2:1][CH2:2][C:3]1[N:7]=[C:6]([C@H:8]2[NH:21][C:20](=[S:22])[CH2:19][CH2:18][CH2:17][CH2:16][O:15][C:14](=[O:23])[C:13]3[C:24]([CH3:40])=[C:25]([O:38][CH3:39])[CH:26]=[C:27]([O:28][Si](C)(C)C(C)(C)C(C)C)[C:12]=3[CH2:11][S:10][CH2:9]2)[O:5][N:4]=1.[F-].[NH4+].[ClH:43]>CO.C(OCC)(=O)C.C(OCC)C>[ClH:43].[NH2:1][CH2:2][C:3]1[N:7]=[C:6]([C@H:8]2[NH:21][C:20](=[S:22])[CH2:19][CH2:18][CH2:17][CH2:16][O:15][C:14](=[O:23])[C:13]3[C:24]([CH3:40])=[C:25]([O:38][CH3:39])[CH:26]=[C:27]([OH:28])[C:12]=3[CH2:11][S:10][CH2:9]2)[O:5][N:4]=1 |f:1.2,7.8|. Procedure: (R)-4-(3-Aminomethyl-1,2,4-oxadiazol-5-yl)-16-[dimethyl-(1,1,2-trimethyl-propyl)-silanyloxy]-14-methoxy-13-methyl-6-thioxo-1,3,4,5,6,7,8,9,10,12-decahydro-11,2,5-benzoxathiaazacyclotetradecin-12-one was treated with ammonium fluoride in methanol in an analogous manner to the procedure described in Example 1. The resulting product was dissolved in ethyl acetate. Upon the addition of a 3N solution of hydrochloric acid in diethyl ether, a precipitate formed which was isolated to yield (R)-4-(3-amin... The reactants are ClC=1C=C2C(=NC1)C=CC1=C(C2=O)C=C(C=C1)NS(=O)(=O)N(C1COCC1)C (N′-(3-chloro-5-oxo-5H-benzo[4,5]cyclohepta[1,2-b]pyridin-7-yl)-N-methyl-N-(tetrahydrofuran-3-yl)sulfamide), CN1N=CC(=C1)B1OC(C(O1)(C)C)(C)C (1-methyl-4-(4,4,5,5-tetramethyl-1,3,2-dioxaborolan-2-yl)-1H-pyrazole), (tBu3)PBF4, [F-].[K+] (potassium fluoride). Reagents/catalysts: C=1C=CC(=CC1)/C=C/C(=O)/C=C/C2=CC=CC=C2.C=1C=CC(=CC1)/C=C/C(=O)/C=C/C2=CC=CC=C2.C=1C=CC(=CC1)/C=C/C(=O)/C=C/C2=CC=CC=C2.[Pd].[Pd] (Pd2(dba)3). Solvent: CN(C)C=O (DMF). Reaction conditions: temperature 100 celsius. Product: CN(S(=O)(=O)NC=1C=CC2=C(C(C=3C(=NC=C(C3)C=3C=NN(C3)C)C=C2)=O)C1)C1COCC1 (N-methyl-N′-[3-(1-methyl-1H-pyrazol-4-yl)-5-oxo-5H-benzo[4,5]cyclohepta[1,2-b]pyridin-7-yl]-N-(tetrahydrofuran-3-yl)sulfamide). Reaction SMILES: Cl[C:2]1[CH:3]=[C:4]2[C:12](=[O:13])[C:11]3[CH:14]=[C:15]([NH:18][S:19]([N:22]([CH3:28])[CH:23]4[CH2:27][CH2:26][O:25][CH2:24]4)(=[O:21])=[O:20])[CH:16]=[CH:17][C:10]=3[CH:9]=[CH:8][C:5]2=[N:6][CH:7]=1.[CH3:29][N:30]1[CH:34]=[C:33](B2OC(C)(C)C(C)(C)O2)[CH:32]=[N:31]1.[F-].[K+]>C1C=CC(/C=C/C(/C=C/C2C=CC=CC=2)=O)=CC=1.C1C=CC(/C=C/C(/C=C/C2C=CC=CC=2)=O)=CC=1.C1C=CC(/C=C/C(/C=C/C2C=CC=CC=2)=O)=CC=1.[Pd].[Pd].CN(C=O)C>[CH3:28][N:22]([CH:23]1[CH2:27][CH2:26][O:25][CH2:24]1)[S:19]([NH:18][C:15]1[CH:16]=[CH:17][C:10]2[CH:9]=[CH:8][C:5]3=[N:6][CH:7]=[C:2]([C:33]4[CH:32]=[N:31][N:30]([CH3:29])[CH:34]=4)[CH:3]=[C:4]3[C:12](=[O:13])[C:11]=2[CH:14]=1)(=[O:21])=[O:20] |f:2.3,4.5.6.7.8|. Procedure: N′-(3-chloro-5-oxo-5H-benzo[4,5]cyclohepta[1,2-b]pyridin-7-yl)-N-methyl-N-(tetrahydrofuran-3-yl)sulfamide Enantiomer B (0.070 g, 0.17 mmol), 1-methyl-4-(4,4,5,5-tetramethyl-1,3,2-dioxaborolan-2-yl)-1H-pyrazole (0.069 g, 0.33 mmol), Pd2(dba)3 (0.008 g, 0.0085 mmol), (tBu3)PBF4 (0.005 g, 0.017 mmol) and potassium fluoride (0.032 g, 0.56 mmol) were combined in a dry tube. 1.0 mL dry DMF was added and argon was bubbled through the solution for five minutes. The tube was sealed and heated in a Biotag... Starting materials: C(C1=CC=CC=C1)OC=1C=C2C(=C(N(C2=CC1)CC1=CC=C(C=C1)F)C(=O)OCC)C1=CC=C(C=C1)OCC (ethyl 5-(benzyloxy)-3-(4-ethoxyphenyl)-1-(4-fluorobenzyl)-1H-indole-2-carboxylate). Reagents/catalysts: [Pd] (palladium on charcoal). The solvent is C(C)(=O)OCC (ethyl acetate), C(C)(=O)OCC (ethyl acetate). Reaction conditions: time 16 hour. The product is C(C)OC1=CC=C(C=C1)C1=C(N(C2=CC=C(C=C12)O)CC1=CC=C(C=C1)F)C(=O)OCC (Ethyl 3-(4-ethoxyphenyl)-1-(4-fluorobenzyl)-5-hydroxy-1H-indole-2-carboxylate). Reaction SMILES: C([O:8][C:9]1[CH:10]=[C:11]2[C:15](=[CH:16][CH:17]=1)[N:14]([CH2:18][C:19]1[CH:24]=[CH:23][C:22]([F:25])=[CH:21][CH:20]=1)[C:13]([C:26]([O:28][CH2:29][CH3:30])=[O:27])=[C:12]2[C:31]1[CH:36]=[CH:35][C:34]([O:37][CH2:38][CH3:39])=[CH:33][CH:32]=1)C1C=CC=CC=1>C(OCC)(=O)C.[Pd]>[CH2:38]([O:37][C:34]1[CH:35]=[CH:36][C:31]([C:12]2[C:11]3[C:15](=[CH:16][CH:17]=[C:9]([OH:8])[CH:10]=3)[N:14]([CH2:18][C:19]3[CH:24]=[CH:23][C:22]([F:25])=[CH:21][CH:20]=3)[C:13]=2[C:26]([O:28][CH2:29][CH3:30])=[O:27])=[CH:32][CH:33]=1)[CH3:39]. Procedure: A solution of ethyl 5-(benzyloxy)-3-(4-ethoxyphenyl)-1-(4-fluorobenzyl)-1H-indole-2-carboxylate (Example 69, 4.7 g, 9.0 mmol) in ethyl acetate (15 mL) was added to a suspension of 10% palladium on charcoal (2.0 g) in ethyl acetate (10 mL). The mixture was placed under an atmosphere of hydrogen (1 atm) and stirred for 16 h. The reaction was filtered through a pad of Celite using ethyl acetate to rinse. Evaporation of the filtrate left 3.5 g (90%) of the desired product. The product had: 1H NMR (3...